This data is from the Open Reaction Database (ORD), a public repository of structured organic reaction records. The task is: describe an organic reaction: reactants, conditions, products, and yield The reactants are CCCCCC (hexane), C(C(C)C)C1=CC=C(CN(C(=O)OC(C)(C)C)C=2C=C(C(=O)C3=CN(C4=CC=CC=C34)CCCC(=O)O)C=C(C2)N(CC2=CC=C(C=C2)CC(C)C)C(=O)OC(C)(C)C)C=C1 (4-[3-[3,5-bis[N-(4-isobutylbenzyl)-N-tert-butoxycarbonylamino]benzoyl]indol-1-yl]butyric acid), solution, Cl (hydrogen chloride). The solvent is C1(=CC=CC=C1)C (toluene), O1CCOCC1 (1,4-dioxane). Reaction conditions: temperature 25 celsius, time 1 hour. Yields the product Cl.Cl.C(C(C)C)C1=CC=C(CNC=2C=C(C(=O)C3=CN(C4=CC=CC=C34)CCCC(=O)O)C=C(C2)NCC2=CC=C(C=C2)CC(C)C)C=C1 (4-[3-[3,5-bis[(4-isobutylbenzyl)amino]benzoyl]indol-1-yl]butyric acid dihydrochloride). As a reaction SMILES: [CH2:1]([C:5]1[CH:61]=[CH:60][C:8]([CH2:9][N:10]([C:18]2[CH:19]=[C:20]([CH:38]=[C:39]([N:41](C(OC(C)(C)C)=O)[CH2:42][C:43]3[CH:48]=[CH:47][C:46]([CH2:49][CH:50]([CH3:52])[CH3:51])=[CH:45][CH:44]=3)[CH:40]=2)[C:21]([C:23]2[C:31]3[C:26](=[CH:27][CH:28]=[CH:29][CH:30]=3)[N:25]([CH2:32][CH2:33][CH2:34][C:35]([OH:37])=[O:36])[CH:24]=2)=[O:22])C(OC(C)(C)C)=O)=[CH:7][CH:6]=1)[CH:2]([CH3:4])[CH3:3].[ClH:62].CCCCCC>C1(C)C=CC=CC=1.O1CCOCC1>[ClH:62].[ClH:62].[CH2:49]([C:46]1[CH:45]=[CH:44][C:43]([CH2:42][NH:41][C:39]2[CH:38]=[C:20]([CH:19]=[C:18]([NH:10][CH2:9][C:8]3[CH:60]=[CH:61][C:5]([CH2:1][CH:2]([CH3:4])[CH3:3])=[CH:6][CH:7]=3)[CH:40]=2)[C:21]([C:23]2[C:31]3[C:26](=[CH:27][CH:28]=[CH:29][CH:30]=3)[N:25]([CH2:32][CH2:33][CH2:34][C:35]([OH:37])=[O:36])[CH:24]=2)=[O:22])=[CH:48][CH:47]=1)[CH:50]([CH3:52])[CH3:51] |f:5.6.7|. Procedure details: To a solution of 4-[3-[3,5-bis[N-(4-isobutylbenzyl)-N-tert-butoxycarbonylamino]benzoyl]indol-1-yl]butyric acid (1.02 g) in toluene (10 ml) was added 4N solution of hydrogen chloride in 1,4-dioxane (30 ml) at 25° C. The mixture was stirred at 25° C. for 1 hour, and then hexane (30 ml) was added. The precipitates were filtered and washed with isopropyl ether and hexane to give 4-[3-[3,5-bis[(4-isobutylbenzyl)amino]benzoyl]indol-1-yl]butyric acid dihydrochloride (688 mg) as white powder. Procedure details: Following General Procedure BI above, and using 2,5-difluorophenylacetic acid (Aldrich) and alanine iso-butyl ester (prepared following General Procedure BJ above), the title compound was prepared. The reaction was monitored by tlc on silica gel and purification was by filtration as described in the general procedure. Product: C(C(C)C)OC([C@@H](NC(CC1=C(C=CC(=C1)F)F)=O)C)=O (N-[(2,5-difluorophenyl)acetyl]alanine iso-butyl ester). Reaction SMILES: [F:1][C:2]1[CH:7]=[CH:6][C:5]([F:8])=[CH:4][C:3]=1[CH2:9][C:10]([OH:12])=O.[CH2:13]([O:17][C:18](=[O:22])[C@H:19]([CH3:21])[NH2:20])[CH:14]([CH3:16])[CH3:15]>>[CH2:13]([O:17][C:18](=[O:22])[C@H:19]([CH3:21])[NH:20][C:10](=[O:12])[CH2:9][C:3]1[CH:4]=[C:5]([F:8])[CH:6]=[CH:7][C:2]=1[F:1])[CH:14]([CH3:16])[CH3:15]. Starting materials: FC1=C(C=C(C=C1)F)CC(=O)O (2,5-difluorophenylacetic acid), C(C(C)C)OC([C@@H](N)C)=O (alanine iso-butyl ester). The reactants are FC1=CC=C(C(=O)N)C=C1 (4-fluorobenzamide), ClC(C(=O)OC)C(=O)C (methyl 2-chloroacetoacetate). The solvent is C(C)O (ethanol). Product: COC(=O)C1=C(N=C(O1)C1=CC=C(C=C1)F)C (2-(4-fluoro-phenyl)-4-methyl-oxazole-5-carboxylic acid methyl ester). Yield: 10.2%. Reaction SMILES: [F:1][C:2]1[CH:10]=[CH:9][C:5]([C:6]([NH2:8])=[O:7])=[CH:4][CH:3]=1.Cl[CH:12]([C:17]([CH3:19])=O)[C:13]([O:15][CH3:16])=[O:14]>C(O)C>[CH3:16][O:15][C:13]([C:12]1[O:7][C:6]([C:5]2[CH:9]=[CH:10][C:2]([F:1])=[CH:3][CH:4]=2)=[N:8][C:17]=1[CH3:19])=[O:14]. Procedure: A solution of 4-fluorobenzamide (12 g, 86.3 mmol) and methyl 2-chloroacetoacetate (10.5 mL, 86.3 mmol) in ethanol (120 mL) was refluxed overnight. Subsequently the reaction mixture was concentrated in vacuo and the residue was dissolved in ethyl acetate. The organic solution was washed with saturated sodium bicarbonate solution and brine, dried, and concentrated in vacuo. The residue was purified by flash chromatography eluting from silica gel with a gradient of 0-50% ethyl acetate in hexanes to... Starting materials: [N+](=O)([O-])C=1C=C(C=CC(=O)CC(=O)OCCOC2=CC=C(C=C2)NC(C)=O)C=CC1 (2-(4-acetylaminophenoxy)-ethyl 2-(3-nitrobenzilidene)acetylacetate), N\C(=C/C(=O)OC)\C (methyl 3-aminocrotonate), C(C)O (ethanol). Conditions: temperature 7 celsius. Product: CC=1NC(=C(C(C1C(=O)OCCOC1=CC=C(C=C1)NC(C)=O)C1=CC(=CC=C1)[N+](=O)[O-])C(=O)OC)C (2-(4-acetylaminophenoxy)ethyl 2,6-dimethyl-5-methoxycarbonyl-4-(3-nitrophenyl)-1,4-dihydropyridine-3-carboxylate). The yield is 68.0%. Reaction SMILES: [N+:1]([C:4]1[CH:5]=[C:6](C=C[CH:30]=1)[CH:7]=[CH:8][C:9]([CH2:11][C:12]([O:14][CH2:15][CH2:16][O:17][C:18]1[CH:23]=[CH:22][C:21]([NH:24][C:25](=[O:27])[CH3:26])=[CH:20][CH:19]=1)=[O:13])=O)([O-:3])=[O:2].[NH2:31]/[C:32](/[CH3:38])=[CH:33]\[C:34]([O:36][CH3:37])=[O:35].[CH2:39](O)[CH3:40]>>[CH3:39][C:40]1[NH:31][C:32]([CH3:38])=[C:33]([C:34]([O:36][CH3:37])=[O:35])[CH:9]([C:8]2[CH:7]=[CH:6][CH:5]=[C:4]([N+:1]([O-:3])=[O:2])[CH:30]=2)[C:11]=1[C:12]([O:14][CH2:15][CH2:16][O:17][C:18]1[CH:19]=[CH:20][C:21]([NH:24][C:25](=[O:27])[CH3:26])=[CH:22][CH:23]=1)=[O:13]. Procedure: 15 g (0.04 moles) of 2-(4-acetylaminophenoxy)-ethyl 2-(3-nitrobenzilidene)acetylacetate and 4.19 g (0.04 moles) of methyl 3-aminocrotonate are heated for 4 hours under reflux in 40 ml of ethanol. The solution is cooled to 7° C. to obtain 2-(4-acetylaminophenoxy)ethyl 2,6-dimethyl-5-methoxycarbonyl-4-(3-nitrophenyl)-1,4-dihydropyridine-3-carboxylate as yellow crystals melting--after recrystallisation in isopropanol--at 202°-204° C. The yield was 68% of the theoretical yield. Starting materials: O=C([O-])[O-], CC#N, CC(=O)Cc1ccc(OCCCCCCCCCCBr)cc1, Cl, [I-], [K+], [K+], [K+], O=C1CCNN1, O. Product: CC(=O)Cc1ccc(OCCCCCCCCCCN2CCC(=O)N2)cc1. As a reaction SMILES: [C:23](=[O:24])([O-:25])[O-:26].[C:39](#[N:40])[CH3:41].[CH2:1]([C:2](=[O:3])[CH3:4])[c:5]1[cH:6][cH:7][c:8]([O:9][CH2:10][CH2:11][CH2:12][CH2:13][CH2:14][CH2:15][CH2:16][CH2:17][CH2:18][CH2:19][Br:20])[cH:21][cH:22]1.[ClH:29].[I-:37].[K+:27].[K+:28].[K+:36].[NH:30]1[NH:31][C:32](=[O:35])[CH2:33][CH2:34]1.[OH2:38]>>[CH2:1]([C:2](=[O:3])[CH3:4])[c:5]1[cH:6][cH:7][c:8]([O:9][CH2:10][CH2:11][CH2:12][CH2:13][CH2:14][CH2:15][CH2:16][CH2:17][CH2:18][CH2:19][N:30]2[NH:31][C:32](=[O:35])[CH2:33][CH2:34]2)[cH:21][cH:22]1.